This data is from the Open Reaction Database (ORD), a public repository of structured organic reaction records. The task is: describe an organic reaction: reactants, conditions, products, and yield The reactants are O=[N+]([O-])c1cnccc1OCc1ccccc1, CC(=O)O, [Zn]. Yields the product Nc1cnccc1OCc1ccccc1. RXN SMILES: [CH2:1]([c:2]1[cH:3][cH:4][cH:5][cH:6][cH:7]1)[O:8][c:9]1[c:10]([N+:15]([O-:16])=[O:17])[cH:11][n:12][cH:13][cH:14]1.[CH3:18][C:19](=[O:20])[OH:21].[Zn:22]>>[CH2:1]([c:2]1[cH:3][cH:4][cH:5][cH:6][cH:7]1)[O:8][c:9]1[c:10]([NH2:15])[cH:11][n:12][cH:13][cH:14]1.